From a dataset of the Open Reaction Database (ORD), a public repository of structured organic reaction records. describe an organic reaction: reactants, conditions, products, and yield Starting materials: CC(=O)NC(CNC(=O)C1CCCN(C(=O)CCC2CCN(C(=O)OC(C)(C)C)CC2)C1)C(=O)O, CCOC(C)=O, Cl. Product: CC(=O)NC(CNC(=O)C1CCCN(C(=O)CCC2CCNCC2)C1)C(=O)O. Reaction SMILES: [C:1]([O:2][C:3](=[O:4])[N:8]1[CH2:9][CH2:10][CH:11]([CH2:14][CH2:15][C:16](=[O:17])[N:18]2[CH2:19][CH:20]([C:24](=[O:25])[NH:26][CH2:27][CH:28]([C:29](=[O:30])[OH:31])[NH:32][C:33]([CH3:34])=[O:35])[CH2:21][CH2:22][CH2:23]2)[CH2:12][CH2:13]1)([CH3:5])([CH3:6])[CH3:7].[CH3:37][CH2:38][O:39][C:40](=[O:41])[CH3:42].[ClH:36]>>[NH:8]1[CH2:9][CH2:10][CH:11]([CH2:14][CH2:15][C:16](=[O:17])[N:18]2[CH2:19][CH:20]([C:24](=[O:25])[NH:26][CH2:27][CH:28]([C:29](=[O:30])[OH:31])[NH:32][C:33]([CH3:34])=[O:35])[CH2:21][CH2:22][CH2:23]2)[CH2:12][CH2:13]1. The reactants are C(C=C)N(C(OCC)=O)CC=O (ethyl N-allyl-N-(2-oxoethyl) -carbamate), N1[C@H](C(=O)O)CCC1 (proline). Run in C1(=CC=CC=C1)C (toluene). Product: N12C3CN(CC3CC2CCC1)C(=O)OCC (Ethyl 1,4-diazatricyclo[6.3.0.02,6 ]undecane-4-carboxylate). RXN SMILES: [CH2:1]([N:4]([CH2:10][CH:11]=O)[C:5](=[O:9])[O:6][CH2:7][CH3:8])[CH:2]=[CH2:3].[NH:13]1[CH2:20][CH2:19][CH2:18][C@H:14]1C(O)=O>C1(C)C=CC=CC=1>[N:13]12[CH2:20][CH2:19][CH2:18][CH:14]1[CH2:3][CH:2]1[CH:11]2[CH2:10][N:4]([C:5]([O:6][CH2:7][CH3:8])=[O:9])[CH2:1]1. Procedure details: 8.6 g (50 mmol) of ethyl N-allyl-N-(2-oxoethyl) -carbamate are heated under reflux overnight with 5.8 g (50 mmol) of proline in 200 ml of toluene. The mixture is concentrated and the residue is distilled. Starting materials: Cl (HCl), O1CCOCC1 (1,4-dioxane), COC1=C(C(=CC=C1)OC)C(CCCCC(=O)OCC)NS(=O)C(C)(C)C (ethyl 6-(2,6-dimethoxyphenyl)-6-(1,1-dimethylethylsulfinamido)hexanoate). Run in CO (MeOH). Reaction conditions: temperature 0 celsius, time 10 minute. Product: NC(CCCCC(=O)OC)C1=C(C=CC=C1OC)OC (methyl 6-amino-6-(2,6-dimethoxyphenyl)hexanoate). As a reaction SMILES: [CH3:1][O:2][C:3]1[CH:8]=[CH:7][CH:6]=[C:5]([O:9][CH3:10])[C:4]=1[CH:11]([NH:21]S(C(C)(C)C)=O)[CH2:12][CH2:13][CH2:14][CH2:15][C:16]([O:18][CH2:19]C)=[O:17].Cl.O1CCOCC1>CO>[NH2:21][CH:11]([C:4]1[C:5]([O:9][CH3:10])=[CH:6][CH:7]=[CH:8][C:3]=1[O:2][CH3:1])[CH2:12][CH2:13][CH2:14][CH2:15][C:16]([O:18][CH3:19])=[O:17]. Procedure details: A cooled (0° C.) yellow solution of ethyl 6-(2,6-dimethoxyphenyl)-6-(1,1-dimethylethylsulfinamido)hexanoate (5.360 g; 13.41 mmol) in MeOH (100 ml) was treated dropwise with a solution of 4 M HCl in 1,4-dioxane (6.7 ml; 26.80 mmol). The resulting yellow mixture was further stirred at 0° C., under nitrogen, for 10 min., and then at rt for 1 h50. The obtained yellow solution was then concentrated to dryness under reduced pressure and the yellow oily residue was further dried under HV to give the ch... Starting materials: C1OC=2C=C(C(=O)CN3CCC(CC3)N3C(NC4=CC=CC=C4C3)=O)C=CC2O1 (1-(3,4-methylenedioxybenzoylmethyl)-4-[3,4-dihydro-2(1H)-quinazolinon-3-yl]-piperidine), [BH4-].[Na+] (sodium borohydride). The product is C1OC=2C=C(C=CC2O1)C(CN1CCC(CC1)N1C(NC2=CC=CC=C2C1)=O)O (1-[2-(3,4-Methylenedioxyphenyl)-2-hydroxyethyl]-4-[3,4-dihydro-2(1H)-quinazolinon-3-yl]-piperidine). Isolated yield 67.8%. Reaction SMILES: [CH2:1]1[O:29][C:28]2[CH:27]=[CH:26][C:5]([C:6]([CH2:8][N:9]3[CH2:14][CH2:13][CH:12]([N:15]4[CH2:24][C:23]5[C:18](=[CH:19][CH:20]=[CH:21][CH:22]=5)[NH:17][C:16]4=[O:25])[CH2:11][CH2:10]3)=[O:7])=[CH:4][C:3]=2[O:2]1.[BH4-].[Na+]>>[CH2:1]1[O:29][C:28]2[CH:27]=[CH:26][C:5]([CH:6]([OH:7])[CH2:8][N:9]3[CH2:10][CH2:11][CH:12]([N:15]4[CH2:24][C:23]5[C:18](=[CH:19][CH:20]=[CH:21][CH:22]=5)[NH:17][C:16]4=[O:25])[CH2:13][CH2:14]3)=[CH:4][C:3]=2[O:2]1 |f:1.2|. Procedure details: In this example, the procedure of Example 3 is repeated except that 2.2 g of 1-(3,4-methylenedioxybenzoylmethyl)-4-[3,4-dihydro-2(1H)-quinazolinon-3-yl]-piperidine and 410 mg of sodium borohydride are used to obtain 1.69 g of a crude product. The crude product is recrystallized from hot ethanol to obtain 1.50 g of the desired product. The reactants are FC1=C(C=C(C=C1)/C=C/C(=O)OCC)NC(=O)C1=CC(=CC2=CC=CC=C12)C1=CC(=CC=C1)CO (Ethyl(2E)-3-{4-fluoro-3-[({3-[3-(hydroxymethyl)phenyl]naphthalen-1-yl}carbonyl)amino]phenyl}prop-2-enoate), O[Li].O (LiOH.H2O). Yields the product FC1=C(C=C(C=C1)/C=C/C(=O)O)NC(=O)C1=CC(=CC2=CC=CC=C12)C1=CC(=CC=C1)CO ((2E)-3-{4-fluoro-3-[({3-[3-(hydroxymethyl)phenyl]naphthalen-1-yl}carbonyl)amino]phenyl}prop-2-enoic acid). Isolated yield 27.9%. Reaction SMILES: [F:1][C:2]1[CH:7]=[CH:6][C:5](/[CH:8]=[CH:9]/[C:10]([O:12]CC)=[O:11])=[CH:4][C:3]=1[NH:15][C:16]([C:18]1[C:27]2[C:22](=[CH:23][CH:24]=[CH:25][CH:26]=2)[CH:21]=[C:20]([C:28]2[CH:33]=[CH:32][CH:31]=[C:30]([CH2:34][OH:35])[CH:29]=2)[CH:19]=1)=[O:17].O[Li].O>>[F:1][C:2]1[CH:7]=[CH:6][C:5](/[CH:8]=[CH:9]/[C:10]([OH:12])=[O:11])=[CH:4][C:3]=1[NH:15][C:16]([C:18]1[C:27]2[C:22](=[CH:23][CH:24]=[CH:25][CH:26]=2)[CH:21]=[C:20]([C:28]2[CH:33]=[CH:32][CH:31]=[C:30]([CH2:34][OH:35])[CH:29]=2)[CH:19]=1)=[O:17] |f:1.2|. Procedure: Compound 17f (27.86%) was synthesized from 16f (0.89 mmol) and LiOH.H2O (8.94 mmol) using the procedure according to Method E described above. As a reaction SMILES: Br[C:2]1[CH:3]=[C:4]([O:8][CH3:9])[CH:5]=[CH:6][CH:7]=1.[CH2:10]1[CH2:20][C:18](=O)[C:17]2[C:12](=[CH:13][CH:14]=[CH:15][CH:16]=2)[CH2:11]1>C1COCC1.CCOCC>[CH3:9][O:8][C:4]1[CH:3]=[C:2]([C:11]2[C:12]3[C:17](=[CH:16][CH:15]=[CH:14][CH:13]=3)[CH2:18][CH2:20][CH:10]=2)[CH:7]=[CH:6][CH:5]=1. The reactants are Grignard reagent, BrC=1C=C(C=CC1)OC (3-bromoanisole), C1CC2=CC=CC=C2C(=O)C1 (alpha-tetralone). Run in C1CCOC1 (THF), C1CCOC1 (THF), CCOCC (ether). Reaction conditions: time 8 hour. Procedure details: A solution of the Grignard reagent derived from 50 g (0.27 mol) of 3-bromoanisole in 200 ml of dry THF was treated with a solution of alpha-tetralone in 100 ml of THF added over 1 hour while maintaining the internal temperature at 15°-25° C. After stirring overnight, the mixture was diluted with 500 ml of ether and quenched with 200 ml of 20% aqueous ammonium chloride. The aqueous layer was extracted with 200 ml of ether. The combined organic layers were dried over MgSO4 and evaporated to 66.5 g... Yields the product COC=1C=C(C=CC1)C1=CCCC2=CC=CC=C12 (1-(3-Methoxyphenyl)-3,4-dihydronaphthalene). RXN SMILES: [CH3:19][CH:20]1[N:21]([c:26]2[cH:27][c:28]([CH3:32])[cH:29][cH:30][cH:31]2)[CH2:22][CH2:23][NH:24][CH2:25]1.[CH:33]([N:34]([CH2:35][CH3:36])[CH:37]([CH3:38])[CH3:39])([CH3:40])[CH3:41].[c:1]1(-[n:7]2[n:8][c:9]([CH2:16][CH2:17][CH3:18])[cH:10][c:11]2[CH2:12][CH2:13][CH:14]=[O:15])[cH:2][cH:3][cH:4][cH:5][cH:6]1>>[c:1]1(-[n:7]2[n:8][c:9]([CH2:16][CH2:17][CH3:18])[cH:10][c:11]2[CH2:12][CH2:13][CH2:14][N:24]2[CH2:23][CH2:22][N:21]([c:26]3[cH:27][c:28]([CH3:32])[cH:29][cH:30][cH:31]3)[CH:20]([CH3:19])[CH2:25]2)[cH:2][cH:3][cH:4][cH:5][cH:6]1. Reactants: Cc1cccc(N2CCNCC2C)c1, CCN(C(C)C)C(C)C, CCCc1cc(CCC=O)n(-c2ccccc2)n1. Yields the product CCCc1cc(CCCN2CCN(c3cccc(C)c3)C(C)C2)n(-c2ccccc2)n1.